Dataset: the Open Reaction Database (ORD), a public repository of structured organic reaction records. Task: describe an organic reaction: reactants, conditions, products, and yield The reactants are OCCCCCCCCCCCBr, COCCOC, CO, C#CCCCCCCCCC, [Li], [NH2-], Cc1ccccc1S(=O)(=O)O. Product: CCCCCCCCCC#CCCCCCCCCCCCO. RXN SMILES: [Br:14][CH2:15][CH2:16][CH2:17][CH2:18][CH2:19][CH2:20][CH2:21][CH2:22][CH2:23][CH2:24][CH2:25][OH:26].[CH2:38]([CH2:39][O:40][CH3:41])[O:42][CH3:43].[CH3:44][OH:45].[CH:1]#[C:2][CH2:3][CH2:4][CH2:5][CH2:6][CH2:7][CH2:8][CH2:9][CH2:10][CH3:11].[Li:12].[NH2-:13].[c:27]1([CH3:28])[c:29]([S:30]([OH:31])(=[O:32])=[O:33])[cH:34][cH:35][cH:36][cH:37]1>>[C:1](#[C:2][CH2:3][CH2:4][CH2:5][CH2:6][CH2:7][CH2:8][CH2:9][CH2:10][CH3:11])[CH2:15][CH2:16][CH2:17][CH2:18][CH2:19][CH2:20][CH2:21][CH2:22][CH2:23][CH2:24][CH2:25][OH:26].